This data is from the Open Reaction Database (ORD), a public repository of structured organic reaction records. The task is: describe an organic reaction: reactants, conditions, products, and yield The reactants are CCOC(=O)CCBr, CC(C)Oc1ccc(-c2nc(-c3ccc4c(c3)CNCCO4)no2)cc1C#N, CC#N, CCOC(C)=O, CCN(C(C)C)C(C)C, Cl. The product is CCOC(=O)CCN1CCOc2ccc(-c3noc(-c4ccc(OC(C)C)c(C#N)c4)n3)cc2C1. Reaction SMILES: [Br:39][CH2:40][CH2:41][C:42](=[O:43])[O:44][CH2:45][CH3:46].[CH3:2][CH:3]([CH3:4])[O:5][c:6]1[c:7]([C:8]#[N:9])[cH:10][c:11](-[c:14]2[n:15][c:16](-[c:19]3[cH:20][cH:21][c:22]4[c:23]([cH:29]3)[CH2:24][NH:25][CH2:26][CH2:27][O:28]4)[n:17][o:18]2)[cH:12][cH:13]1.[CH3:47][C:48]#[N:49].[CH3:50][CH2:51][O:52][C:53]([CH3:54])=[O:55].[CH:30]([N:31]([CH2:32][CH3:33])[CH:34]([CH3:35])[CH3:36])([CH3:37])[CH3:38].[ClH:1]>>[CH3:2][CH:3]([CH3:4])[O:5][c:6]1[c:7]([C:8]#[N:9])[cH:10][c:11](-[c:14]2[n:15][c:16](-[c:19]3[cH:20][cH:21][c:22]4[c:23]([cH:29]3)[CH2:24][N:25]([CH2:40][CH2:41][C:42](=[O:43])[O:44][CH2:45][CH3:46])[CH2:26][CH2:27][O:28]4)[n:17][o:18]2)[cH:12][cH:13]1. Starting materials: N1CCCC1 (pyrrolidine), Cl (HCl), BrCC(=O)OC(C)(C)C (t-butyl bromoacetate). Run in C1CCOC1 (THF), O1CCOCC1 (dioxane), C1CCOC1 (THF). Run at time 2 hour. Yields the product Cl.N1(CCCC1)CC(=O)O (Pyrrolidineacetic Acid Hydrochloride). The yield is 97.4%. RXN SMILES: Br[CH2:2][C:3]([O:5]C(C)(C)C)=[O:4].[NH:10]1[CH2:14][CH2:13][CH2:12][CH2:11]1.[ClH:15]>C1COCC1.O1CCOCC1>[ClH:15].[N:10]1([CH2:2][C:3]([OH:5])=[O:4])[CH2:14][CH2:13][CH2:12][CH2:11]1 |f:5.6|. Procedure: A solution of 19.6 grams (101 mmol) of t-butyl bromoacetate in 150 mL of THF was cooled in an ice bath and treated dropwise over about 0.5 hour with a solution of 14.4 grams (202 mmol) of pyrrolidine in 75 mL of THF, to produce a white precipitate. The bath was removed and the reaction slurry stirred for two hours. The solid was removed by filtration and the filtrate was concentrated under reduced pressure to yield a clear liquid over an orange-colored solid. The liquid was cooled in an ice bath...